This data is from the Open Reaction Database (ORD), a public repository of structured organic reaction records. The task is: describe an organic reaction: reactants, conditions, products, and yield Product: Cl.CN1C(SC2C1(C=1C=CC(=CC1C2)C=2C=NC=CC2)O)=NC (3-Methyl-2-methylimino-6-pyridin-3-yl-2,3,8,8a-tetrahydroindeno[1,2-d]-thiazol-3a-ol hydrochloride), CN1C(SC2C1(C=1C=CC(=CC1C2)C=2C=NC=CC2)O)=NC (3-methyl-2-methylimino-6-pyridin-3-yl-2,3,8,8a-tetrahydroindeno-[1,2-d]thiazol-3a-ol). Reported procedure: 3-Methyl-2-methylimino-6-pyridin-3-yl-2,3,8,8a-tetrahydroindeno-[1,2-d]thiazol-3a-ol hydrochloride: 366 mg of 2-chloro-5-pyridin-3-ylindan-1-one and 235 mg of N,N'-dimethylthiourea are dissolved in 5 ml of methanol and refluxed for 7 hours. The reaction mixture is cooled and concentrated in vacuo. The residue is treated with 5 ml of acetone, stirred in an ultrasonic bath for 30 minutes and then filtered off with suction. The residue is washed with acetone and dried in vacuo. The hydrochloride of... Run at time 30 minute. Run in CO (methanol). The reactants are Cl.CN1C(SC2C1(C=1C=CC(=CC1C2)C=2C=NC=CC2)O)=NC (3-Methyl-2-methylimino-6-pyridin-3-yl-2,3,8,8a-tetrahydroindeno-[1,2-d]thiazol-3a-ol hydrochloride), ClC1C(C2=CC=C(C=C2C1)C=1C=NC=CC1)=O (2-chloro-5-pyridin-3-ylindan-1-one), CNC(=S)NC (N,N'-dimethylthiourea). Reaction SMILES: Cl.[CH3:2][N:3]1[C:7]2([OH:21])[C:8]3[CH:9]=[CH:10][C:11]([C:15]4[CH:16]=[N:17][CH:18]=[CH:19][CH:20]=4)=[CH:12][C:13]=3[CH2:14][CH:6]2[S:5][C:4]1=[N:22][CH3:23].[Cl:24]C1CC2C(=CC=C(C3C=NC=CC=3)C=2)C1=O.CNC(NC)=S>CO>[ClH:24].[CH3:2][N:3]1[C:7]2([OH:21])[C:8]3[CH:9]=[CH:10][C:11]([C:15]4[CH:16]=[N:17][CH:18]=[CH:19][CH:20]=4)=[CH:12][C:13]=3[CH2:14][CH:6]2[S:5][C:4]1=[N:22][CH3:23].[CH3:2][N:3]1[C:7]2([OH:21])[C:8]3[CH:9]=[CH:10][C:11]([C:15]4[CH:16]=[N:17][CH:18]=[CH:19][CH:20]=4)=[CH:12][C:13]=3[CH2:14][CH:6]2[S:5][C:4]1=[N:22][CH3:23] |f:0.1,5.6|. Reactants: BrC=1C(=C(C=CC1)NC(\C=C\OCC)=O)OC ((E)-N-(3-Bromo-2-methoxyphenyl)-3-ethoxyacrylamide). Run in OS(=O)(=O)O (H2SO4). Run at time 8 hour. Product: BrC1=CC=C2C=CC(=NC2=C1OC)O (7-Bromo-8-methoxyquinolin-2-ol), solid. Isolated yield 98.0%. RXN SMILES: [Br:1][C:2]1[C:3]([O:16][CH3:17])=[C:4]([NH:8][C:9](=[O:15])/[CH:10]=[CH:11]/OCC)[CH:5]=[CH:6][CH:7]=1>OS(O)(=O)=O>[Br:1][C:2]1[C:3]([O:16][CH3:17])=[C:4]2[C:5]([CH:11]=[CH:10][C:9]([OH:15])=[N:8]2)=[CH:6][CH:7]=1. Procedure: To stirred concentrated H2SO4 (30 mL), (E)-(N)-(3-bromo-2-methoxyphenyl)-3-ethoxypropenamide (3c) (2.11 g, 7.03 mmol) was added and allowed to stir overnight at room temperature. The solution was poured over ice and the resulting solid was filtered off, washed and dried. The desired product was obtained as a yellow solid (1.75 g, 98% yield): 1H NMR (400 MHz, DMSO-d6) 11.44 (bs, 1H), 7.89 (d, J=9.2 Hz, 1H), 7.37 (s, 2H), 6.53 (d, J=8.8 Hz, 1H), 3.79 (s, 3H). The reactants are N#Cc1cccc(NC(=O)Nc2ccc(S(=O)(=O)NCc3ccc(S(N)(=O)=O)cc3)cc2)c1, NC(=O)C1CCNCC1. Product: N=C(c1cccc(NC(=O)Nc2ccc(S(=O)(=O)NCc3ccc(S(N)(=O)=O)cc3)cc2)c1)N1CCC(C(N)=O)CC1. As a reaction SMILES: [C:1](#[N:2])[c:3]1[cH:4][c:5]([NH:9][C:10]([NH:11][c:12]2[cH:13][cH:14][c:15]([S:18](=[O:19])(=[O:20])[NH:21][CH2:22][c:23]3[cH:24][cH:25][c:26]([S:29]([NH2:30])(=[O:31])=[O:32])[cH:27][cH:28]3)[cH:16][cH:17]2)=[O:33])[cH:6][cH:7][cH:8]1.[NH:34]1[CH2:35][CH2:36][CH:37]([C:40](=[O:41])[NH2:42])[CH2:38][CH2:39]1>>[C:1](=[NH:2])([c:3]1[cH:4][c:5]([NH:9][C:10]([NH:11][c:12]2[cH:13][cH:14][c:15]([S:18](=[O:19])(=[O:20])[NH:21][CH2:22][c:23]3[cH:24][cH:25][c:26]([S:29]([NH2:30])(=[O:31])=[O:32])[cH:27][cH:28]3)[cH:16][cH:17]2)=[O:33])[cH:6][cH:7][cH:8]1)[N:34]1[CH2:35][CH2:36][CH:37]([C:40](=[O:41])[NH2:42])[CH2:38][CH2:39]1. The reactants are L-[3,5-3H]tyrosine, FeSO4, COC1=C(C=CC(=C1)CNCCCNCCCCNCCCNCC2=CC(=C(C=C2)O)OC)O.CNC1=NC=2NCCNC2C(N1)=O (DL-6 methyl-5,6,7,8-tetrahydropterine), C(C(C(CS)O)O)S (dithiotreitol), Na HEPES. Solvent: ice. Product: Na HEPES, N[C@@H](CC1=CC=C(C=C1)O)C(=O)O (L-tyrosine). Reaction SMILES: COC1C=C(CNCCCNCCCCNCCCN[CH2:24][C:25]2[CH:30]=[CH:29][C:28]([OH:31])=[C:27](OC)[CH:26]=2)C=CC=1O.CNC1N[C:45](=[O:47])[C:44]2[NH:43]CCNC=2N=1.C(S)C(O)C([OH:53])CS>>[NH2:43][C@H:44]([C:45]([OH:47])=[O:53])[CH2:24][C:25]1[CH:26]=[CH:27][C:28]([OH:31])=[CH:29][CH:30]=1 |f:0.1|. Procedure details: TH enzymatic activity was assayed using a method modified from Reinhard et al. (Life Sci. 39 (1986) 2185). Frozen cell pellets were sonicated for 30 s in ice cold 0.2%/100 mM Na HEPES, pH 6.99 and centrifuged (10,000 x g, 10 min). A fraction of the supernatant (10 μl) was used to assay TH activity by measuring the amount of 3H2O formed from L-[3,5-3H]tyrosine during the incubation (10 min, 37° C.) in 100 μl of reaction medium (100 mM Na HEPES, pH 6.99, catalase (Sigma) 50 μg, 25 μM L-tyrosine (f... The reactants are CC(=O)C.OS(=O)(=O)O.O=[Cr](=O)=O (Jones reagent), C(#C)[C@]12[C@H](CC[C@H]2[C@H]2[C@H](CC1)[C@]1(CCC(C=C1CC2)=O)C)O (13-ethinyl-17β-hyroxy-10-methyl-gon-4-en-3-one). Solvent: CC(=O)C (acetone). Conditions: temperature 0 celsius, time 5 minute. Yields the product C(#C)[C@]12C(CC[C@H]2[C@H]2[C@H](CC1)[C@]1(CCC(C=C1CC2)=O)C)=O (13-ethinyl-10-methyl-gon-4-ene-3,17-dione). Reaction SMILES: CC(C)=O.OS(O)(=O)=O.O=[Cr](=O)=O.[C:14]([C@:16]12[CH2:24][CH2:23][C@@H:22]3[C@:25]4([CH3:34])[C:30]([CH2:31][CH2:32][C@H:21]3[C@@H:20]1[CH2:19][CH2:18][C@@H:17]2[OH:35])=[CH:29][C:28](=[O:33])[CH2:27][CH2:26]4)#[CH:15]>CC(C)=O>[C:14]([C@:16]12[CH2:24][CH2:23][C@@H:22]3[C@:25]4([CH3:34])[C:30]([CH2:31][CH2:32][C@H:21]3[C@@H:20]1[CH2:19][CH2:18][C:17]2=[O:35])=[CH:29][C:28](=[O:33])[CH2:27][CH2:26]4)#[CH:15] |f:0.1.2|. Procedure details: A small excess of Jones reagent (8 N chromic acid in sulphuric acid) is added to a solution of 300 mg of 13-ethinyl-17β-hyroxy-10-methyl-gon-4-en-3-one in 4 ml of acetone at 0° C. The reaction mixture is stirred for a further 5 minutes at 0° C and the excess reagent is destroyed by adding isopropyl alcohol. The reaction mixture is diluted with ethyl acetate, washed with water, sodium bicarbonate solution and saturated sodium chloride solution, dried and evaporated. The residue is chromatographed... The reactants are Cl.COC1=C(C(=C(C(=C1)C)S(=O)(=O)N[C@@H](CC(N[C@H]1[C@@H]([C@@H](OC(C)=O)[C@H](OC(C)=O)[C@H](O1)COC(C)=O)NC(C)=O)=O)C(=O)N[C@H](CC1=CC=C(C=C1)C(N)=N)C(=O)N1CCCCC1)C)C (2- N-(4-Methoxy-2,3,6-trimethyl-benzenesulfonyl)-4-N-(2-acetamido-2-deoxy-3,4,6-tri-O-acetyl-β-D-glucopyranosyl)-L-asparaginyl-4-amidino-D-phenylalanine-piperidide hydrochloride), [O-2].[Ba+2] (barium oxide). Solvent: CO (methanol), CO (methanol), C(Cl)(Cl)Cl (chloroform). Yields the product Cl.COC1=C(C(=C(C(=C1)C)S(=O)(=O)N[C@@H](CC(N[C@H]1[C@@H]([C@@H](O)[C@H](O)[C@H](O1)CO)NC(C)=O)=O)C(=O)N[C@H](CC1=CC=C(C=C1)C(N)=N)C(=O)N1CCCCC1)C)C (2-N-(4-Methoxy-2,3,6-trimethyl-benzenesulfonyl)-4-N-(2-acetamido-2-deoxy-β-D-glucopyranosyl)-L-asparaginyl-4-amidino-D-phenylalanine-piperidide hydrochloride). As a reaction SMILES: [ClH:1].[CH3:2][O:3][C:4]1[CH:9]=[C:8]([CH3:10])[C:7]([S:11]([NH:14][C@H:15]([C:43]([NH:45][C@@H:46]([C:57]([N:59]2[CH2:64][CH2:63][CH2:62][CH2:61][CH2:60]2)=[O:58])[CH2:47][C:48]2[CH:53]=[CH:52][C:51]([C:54](=[NH:56])[NH2:55])=[CH:50][CH:49]=2)=[O:44])[CH2:16][C:17](=[O:42])[NH:18][C@@H:19]2[O:32][C@H:31]([CH2:33][O:34]C(=O)C)[C@@H:26]([O:27]C(=O)C)[C@H:21]([O:22]C(=O)C)[C@H:20]2[NH:38][C:39](=[O:41])[CH3:40])(=[O:13])=[O:12])=[C:6]([CH3:65])[C:5]=1[CH3:66].[O-2].[Ba+2]>C(Cl)(Cl)Cl.CO>[ClH:1].[CH3:2][O:3][C:4]1[CH:9]=[C:8]([CH3:10])[C:7]([S:11]([NH:14][C@H:15]([C:43]([NH:45][C@@H:46]([C:57]([N:59]2[CH2:60][CH2:61][CH2:62][CH2:63][CH2:64]2)=[O:58])[CH2:47][C:48]2[CH:53]=[CH:52][C:51]([C:54](=[NH:55])[NH2:56])=[CH:50][CH:49]=2)=[O:44])[CH2:16][C:17](=[O:42])[NH:18][C@@H:19]2[O:32][C@H:31]([CH2:33][OH:34])[C@@H:26]([OH:27])[C@H:21]([OH:22])[C@H:20]2[NH:38][C:39](=[O:41])[CH3:40])(=[O:13])=[O:12])=[C:6]([CH3:65])[C:5]=1[CH3:66] |f:0.1,2.3,6.7|. Procedure details: Compound 26 (1.0 g) was deacetylated as described above with barium oxide (210 mg) in chloroform and methanol (90 mL). Yield: 0.65 g. [α]D =+15.6° (c 1.013 in methanol) Yields the product C1(=CC=CC=C1)C(=CC1CCN(CC1)CCCCCCC=1C=NC=NC1)C1=CC=CC=C1 (5-[6-[4-(2,2-diphenylethenyl)-1-piperidinyl]hexyl]pyrimidine). Reactants: compound, N1=CN=CC(=C1)CCCCCCO (5-pyrimidinehexanol), C1(=CC=CC=C1)C(=CC1CCNCC1)C1=CC=CC=C1 (4-(2,2-diphenylethenyl)piperidine), ClCCCCCCC=1C=NC=NC1 (5-(6-chlorohexyl)pyrimidine). Yield: 49.3%. Reaction SMILES: [C:1]1([C:7]([C:15]2[CH:20]=[CH:19][CH:18]=[CH:17][CH:16]=2)=[CH:8][CH:9]2[CH2:14][CH2:13][NH:12][CH2:11][CH2:10]2)[CH:6]=[CH:5][CH:4]=[CH:3][CH:2]=1.Cl[CH2:22][CH2:23][CH2:24][CH2:25][CH2:26][CH2:27][C:28]1[CH:29]=[N:30][CH:31]=[N:32][CH:33]=1.N1C=C(CCCCCCO)C=NC=1>>[C:1]1([C:7]([C:15]2[CH:20]=[CH:19][CH:18]=[CH:17][CH:16]=2)=[CH:8][CH:9]2[CH2:10][CH2:11][N:12]([CH2:22][CH2:23][CH2:24][CH2:25][CH2:26][CH2:27][C:28]3[CH:33]=[N:32][CH:31]=[N:30][CH:29]=3)[CH2:13][CH2:14]2)[CH:2]=[CH:3][CH:4]=[CH:5][CH:6]=1. Procedure details: The title compound was prepared in a manner similar to that employed for the compound of Example 23 starting with 7.4 g of 4-(2,2-diphenylethenyl)piperidine and 5.9 g of 5-(6-chlorohexyl)pyrimidine, from 5-pyrimidinehexanol. Chromatography provided 5.9 g (50%) of crude 5-[6-[4-(2,2-diphenylethenyl)-1-piperidinyl]hexyl]pyrimidine. Crystallization from hexane provided the analytically pure 5-[6-[4-(2,2-diphenylethenyl)-1-piperidinyl]hexyl]pyrimidine, mp 88°-90° C. Analysis Calculated for C29H35N3 ... The reactants are O1CCOC2=NC=CC(=C21)C(CNC2=NC=NC(=C2)C=2C=NC(=CC2)C)=C (N-[2-(2,3-dihydro-[1,4]dioxino[2,3-b]pyridin-8-yl)allyl]-6-(6-methyl-3-pyridyl)pyrimidin-4-amine). The solvent is CO (MeOH). Reaction conditions: time 2 hour. Yields the product O1CCOC2=NC=CC(=C21)C(CNC2=NC=NC(=C2)C=2C=NC(=CC2)C)C (N-(2-(2,3-dihydro-[1,4]dioxino[2,3-b]pyridin-8-yl)propyl)-6-(6-methylpyridin-3-yl)pyrimidin-4-amine). As a reaction SMILES: [O:1]1[C:10]2[C:5](=[N:6][CH:7]=[CH:8][C:9]=2[C:11](=[CH2:27])[CH2:12][NH:13][C:14]2[CH:19]=[C:18]([C:20]3[CH:21]=[N:22][C:23]([CH3:26])=[CH:24][CH:25]=3)[N:17]=[CH:16][N:15]=2)[O:4][CH2:3][CH2:2]1>CO>[O:1]1[C:10]2[C:5](=[N:6][CH:7]=[CH:8][C:9]=2[CH:11]([CH3:27])[CH2:12][NH:13][C:14]2[CH:19]=[C:18]([C:20]3[CH:21]=[N:22][C:23]([CH3:26])=[CH:24][CH:25]=3)[N:17]=[CH:16][N:15]=2)[O:4][CH2:3][CH2:2]1. Reported procedure: As shown in step 8-ii of Scheme 8, N-[2-(2,3-dihydro-[1,4]dioxino[2,3-b]pyridin-8-yl)allyl]-6-(6-methyl-3-pyridyl)pyrimidin-4-amine (150 mg, 0.4151 mmol) was dissolved in MeOH and the reaction mixture was placed under an atmosphere of H2. After stirring for 2 hours, the mixture was filtered, concentrated under reduced pressure, and purified by medium pressure silica gel chromatography (0-5% MeOH/DCM) to produce N-(2-(2,3-dihydro-[1,4]dioxino[2,3-b]pyridin-8-yl)propyl)-6-(6-methylpyridin-3-yl)pyr... Reactants: C(#N)C(C[C@@H]1C=2C=3C(=NC=NC3SC2CC1)OC1CCC(CC1)N(C(OC(C)(C)C)=O)C)OC (tert-butyl N-(4-[[(3R)-3-(2-cyano-2-methoxyethyl)-7-thia-9,11-diazatricyclo[6.4.0.0[2,6]]dodeca-1(8),2(6),9,11-tetraen-12-yl]oxy]cyclohexyl)-N-methylcarbamate), OO (H2O2), [Li+].[OH-] (LiOH). The solvent is CO (methanol). Reaction conditions: time 2 hour. The product is C(N)(=O)[C@H](C[C@@H]1C=2C=3C(=NC=NC3SC2CC1)OC1CCC(CC1)N(C(OC(C)(C)C)=O)C)OC (tert-butyl N-(4-[[(3R)-3-[(2S)-2-carbamoyl-2-methoxyethyl]-7-thia-9,11-diazatricyclo[6.4.0.0[2,6]]dodeca-1(8),2(6),9,11-tetraen-12-yl]oxy]cyclohexyl)-N-methylcarbamate), C(N)(=O)[C@@H](C[C@@H]1C=2C=3C(=NC=NC3SC2CC1)OC1CCC(CC1)N(C(OC(C)(C)C)=O)C)OC (tert-butyl N-(4-[[(3R)-3-[(2R)-2-carbamoyl-2-methoxyethyl]-7-thia-9,11-diazatricyclo[6.4.0.0[2,6]]dodeca-1(8),2(6),9,11-tetraen-12-yl]oxy]cyclohexyl)-N-methylcarbamate). RXN SMILES: [C:1]([CH:3]([O:33][CH3:34])[CH2:4][C@H:5]1[CH2:16][CH2:15][C:14]2[S:13][C:12]3[N:11]=[CH:10][N:9]=[C:8]([O:17][CH:18]4[CH2:23][CH2:22][CH:21]([N:24]([CH3:32])[C:25](=[O:31])[O:26][C:27]([CH3:30])([CH3:29])[CH3:28])[CH2:20][CH2:19]4)[C:7]=3[C:6]1=2)#[N:2].[OH:35]O.[Li+].[OH-:38]>CO>[C:1]([C@@H:3]([O:33][CH3:34])[CH2:4][C@H:5]1[CH2:16][CH2:15][C:14]2[S:13][C:12]3[N:11]=[CH:10][N:9]=[C:8]([O:17][CH:18]4[CH2:23][CH2:22][CH:21]([N:24]([CH3:32])[C:25](=[O:31])[O:26][C:27]([CH3:28])([CH3:29])[CH3:30])[CH2:20][CH2:19]4)[C:7]=3[C:6]1=2)(=[O:35])[NH2:2].[C:1]([C@H:3]([O:33][CH3:34])[CH2:4][C@H:5]1[CH2:16][CH2:15][C:14]2[S:13][C:12]3[N:11]=[CH:10][N:9]=[C:8]([O:17][CH:18]4[CH2:19][CH2:20][CH:21]([N:24]([CH3:32])[C:25](=[O:31])[O:26][C:27]([CH3:28])([CH3:29])[CH3:30])[CH2:22][CH2:23]4)[C:7]=3[C:6]1=2)(=[O:38])[NH2:2] |f:2.3|. Reported procedure: A solution of tert-butyl N-(4-[[(3R)-3-(2-cyano-2-methoxyethyl)-7-thia-9,11-diazatricyclo[6.4.0.0[2,6]]dodeca-1(8),2(6),9,11-tetraen-12-yl]oxy]cyclohexyl)-N-methylcarbamate (360 mg, 0.74 mmol, 1.00 equiv) in methanol (10 mL) was added H2O2 (30%, 1 mL) and LiOH (36 mg, 1.50 mmol, 2.03 equiv) in a water/ice bath and the resulting mixture was stirred for 2 h. After completion, the reaction was quenched with saturated aqueous NaHSO3 and extracted with 3×50 mL of ethyl acetate. The combined organic l...